Dataset: the Open Reaction Database (ORD), a public repository of structured organic reaction records. Task: describe an organic reaction: reactants, conditions, products, and yield Starting materials: [OH-].[K+] (KOH), C(C1=CC=CC=C1)C1=NC2=C(N1)C=CC(=C2)Br (2-benzyl-5-bromo-1H-benzimidazole), CI (methyl iodide). The solvent is C(Cl)Cl (DCM), CC(=O)C (acetone). Run at time 1 hour. The product is C(C1=CC=CC=C1)C1=NC2=C(N1C)C=CC(=C2)Br (2-benzyl-5-bromo-1-methyl-1H-benzimidazole). The yield is 36.8%. As a reaction SMILES: [OH-].[K+].[CH2:3]([C:10]1[NH:14][C:13]2[CH:15]=[CH:16][C:17]([Br:19])=[CH:18][C:12]=2[N:11]=1)[C:4]1[CH:9]=[CH:8][CH:7]=[CH:6][CH:5]=1.[CH3:20]I>CC(C)=O.C(Cl)Cl>[CH2:3]([C:10]1[N:14]([CH3:20])[C:13]2[CH:15]=[CH:16][C:17]([Br:19])=[CH:18][C:12]=2[N:11]=1)[C:4]1[CH:5]=[CH:6][CH:7]=[CH:8][CH:9]=1 |f:0.1|. Reported procedure: Powdered KOH (5.25 g, 93.50 mmol) was added to a stirred solution of 2-benzyl-5-bromo-1H-benzimidazole (5.37 g, 18.70 mmol) in acetone (100 mL), after 10 min, methyl iodide (1.28 mL, 20.57 mmol) was added and the mixture was stirred for 1 h and diluted with DCM. The mixture was washed with water and brine, then dried over Na2SO4 and concentrated. The residue was taken up in DCM and hexanes and the resulting suspension filtered. The filter cake was washed with hexanes and dried on a high vacuum p...